From a dataset of the Open Reaction Database (ORD), a public repository of structured organic reaction records. describe an organic reaction: reactants, conditions, products, and yield Reactants: ClC=1N2N=CC=C2N=C2C1CCN(CC2)C (10-Chloro-7-methyl-6,7,8,9-tetrahydro-5H-1,4,7,10a-tetraaza-cyclohepta[f]indene), N1CC(C1)C(=O)O (3-azetidinecarboxylic acid), CCN(C(C)C)C(C)C (DIPEA). Run in C(C)O (ethanol). Reaction conditions: temperature 75 celsius. Product: CN1CCC=2C(=C(N3N=CC=C3N2)N2CC(C2)C(=O)O)CC1 (1-(7-Methyl-6,7,8,9-tetrahydro-5H-1,4,7,10a-tetraaza-cyclohepta[f]inden-10-yl)-azetidine-3-carboxylic acid), DIPEA-salt. As a reaction SMILES: Cl[C:2]1[N:3]2[C:7]([N:8]=[C:9]3[CH2:15][CH2:14][N:13]([CH3:16])[CH2:12][CH2:11][C:10]=13)=[CH:6][CH:5]=[N:4]2.[NH:17]1[CH2:20][CH:19]([C:21]([OH:23])=[O:22])[CH2:18]1.CCN(C(C)C)C(C)C>C(O)C>[CH3:16][N:13]1[CH2:12][CH2:11][C:10]2=[C:2]([N:17]3[CH2:20][CH:19]([C:21]([OH:23])=[O:22])[CH2:18]3)[N:3]3[C:7]([N:8]=[C:9]2[CH2:15][CH2:14]1)=[CH:6][CH:5]=[N:4]3. Procedure: To 1.77 g (7.48 mmol) 10-Chloro-7-methyl-6,7,8,9-tetrahydro-5H-1,4,7,10a-tetraaza-cyclohepta[f]indene in 50 mL ethanol was added 0.83 g (8.22 mmol) 3-azetidinecarboxylic acid and 2.75 mL (15.7 mmol) DIPEA and the reaction mixture was heated at 75° C. for 4 hours. The mixture was concentrated and treated with diethyl ether and methanol. After ultrasound irradiation, a precipitate formed which was collected by filtration. The remaining solution was concentrated and the above mentioned procedure wa... Starting materials: ClC=1N=C(C2=C(N1)CC(S2)(I)C(C)(C)N)N2CCOCC2 (2-(2-Chloro-6-iodo-4-morpholinothieno[3,2-d]pyrimidine-6-yl)propan-2-amine), CC1(OB(OC1(C)C)C1=C2C=NNC2=CC=C1)C (4-(4,4,5,5-tetramethyl-[1,3,2]dioxaborolan-2-yl)-1H-indazole). The product is N1N=CC2=C(C=CC=C12)C=1N=C(C2=C(N1)C=C(S2)C(C)(C)N)N2CCOCC2 (2-(2-(1H-indazol-4-yl)-4-morpholinothieno[3,2-d]pyrimidin-6-yl)propan-2-amine). As a reaction SMILES: Cl[C:2]1[N:3]=[C:4]([N:16]2[CH2:21][CH2:20][O:19][CH2:18][CH2:17]2)[C:5]2[S:10][C:9]([C:12]([NH2:15])([CH3:14])[CH3:13])(I)[CH2:8][C:6]=2[N:7]=1.CC1(C)C(C)(C)OB([C:30]2[CH:38]=[CH:37][CH:36]=[C:35]3[C:31]=2[CH:32]=[N:33][NH:34]3)O1>>[NH:34]1[C:35]2[C:31](=[C:30]([C:2]3[N:3]=[C:4]([N:16]4[CH2:21][CH2:20][O:19][CH2:18][CH2:17]4)[C:5]4[S:10][C:9]([C:12]([NH2:15])([CH3:14])[CH3:13])=[CH:8][C:6]=4[N:7]=3)[CH:38]=[CH:37][CH:36]=2)[CH:32]=[N:33]1. Procedure: 2-(2-Chloro-6-iodo-4-morpholinothieno[3,2-d]pyrimidine-6-yl)propan-2-amine (30 mg) was coupled to 4-(4,4,5,5-tetramethyl-1,3,2-dioxaborolan-2-yl)-1H-indazole 7 via General Procedure A to yield 11.5 mg of 310. MS (Q1) 395.0 (M)+ Starting materials: ClC(=C[C@H]1C([C@H]1C(=O)Cl)(C)C)C(F)(F)F (cis-3-(2-chloro-3,3,3-trifluoro-1-propenyl)-2,2-dimethylcyclopropanecarboxylic acid chloride), N1=CC=CC=C1 (pyridine), O (water), C1=CC=C(C2=C1C1=C(CCC2)C=CC=C1)CN (6,7-dihydro-5H-dibenzo[a,c]cyclohepten-4-methanamine). RXN SMILES: [CH:1]1[C:6]2[C:7]3[CH:15]=[CH:14][CH:13]=[CH:12][C:8]=3[CH2:9][CH2:10][CH2:11][C:5]=2[C:4]([CH2:16][NH2:17])=[CH:3][CH:2]=1.[Cl:18][C:19]([C:29]([F:32])([F:31])[F:30])=[CH:20][C@@H:21]1[C@H:23]([C:24](Cl)=[O:25])[C:22]1([CH3:28])[CH3:27].N1C=CC=CC=1.O>C1C=CC=CC=1>[CH:1]1[C:6]2[C:7]3[CH:15]=[CH:14][CH:13]=[CH:12][C:8]=3[CH2:9][CH2:10][CH2:11][C:5]=2[C:4]([CH2:16][NH:17][C:24]([C@H:23]2[C@@H:21]([CH:20]=[C:19]([Cl:18])[C:29]([F:32])([F:30])[F:31])[C:22]2([CH3:28])[CH3:27])=[O:25])=[CH:3][CH:2]=1. Run at time 16 hour. Isolated yield 86.3%. Product: C1=CC=C(C2=C1C1=C(CCC2)C=CC=C1)CNC(=O)[C@@H]1C([C@@H]1C=C(C(F)(F)F)Cl)(C)C (N-(6,7-dihydro-5H-dibenzo[a,c]cyclohepten-4-yl)methyl cis-3-(2-chloro-3,3,3-trifluoropropenyl)-2,2-dimethylcyclopropanecarboxamide). Procedure details: A solution containing 6,7-dihydro-5H-dibenzo[a,c]cyclohepten-4-methanamine (0.5 gram, 0.0022 mole) and benzene (40 ml) was added dropwise to a stirred solution of cis-3-(2-chloro-3,3,3-trifluoro-1-propenyl)-2,2-dimethylcyclopropanecarboxylic acid chloride (0.75 gram, 0.0029 mole) and pyridine (1.0 gram, 0.013 mole) in benzene (20 ml). The resulting mixture was stirred at room temperature for approximately 16 hours, poured into water and the total extracted with three 100 ml portions of diethyl e... Run in C1=CC=CC=C1 (benzene), C1=CC=CC=C1 (benzene). Starting materials: NC1=CC=C(CC2=CN(C(C=3N2C=C(C3)C3=CNC2=NC=CC=C23)=O)CC2=C(C=C(C=C2)OC)OC)C=C1 (4-(4-aminobenzyl)-2-(2,4-dimethoxybenzyl)-7-(1H-pyrrolo[2,3-b]pyridin-3-yl)pyrrolo[1,2-a]pyrazin-1(2H)-one), FC(C(=O)O)(F)F (trifluoroacetic acid). Run in C1(=CC=CC=C1)C (toluene), C(Cl)Cl (CH2Cl2). Run at temperature 120 celsius. The product is NC1=CC=C(CC2=CNC(C=3N2C=C(C3)C3=CNC2=NC=CC=C23)=O)C=C1 (4-(4-aminobenzyl)-7-(1H-pyrrolo[2,3-b]pyridin-3-yl)pyrrolo[1,2-a]pyrazin-1(2H)-one). Reaction SMILES: [NH2:1][C:2]1[CH:38]=[CH:37][C:5]([CH2:6][C:7]2[N:12]3[CH:13]=[C:14]([C:16]4[C:24]5[C:19](=[N:20][CH:21]=[CH:22][CH:23]=5)[NH:18][CH:17]=4)[CH:15]=[C:11]3[C:10](=[O:25])[N:9](CC3C=CC(OC)=CC=3OC)[CH:8]=2)=[CH:4][CH:3]=1.FC(F)(F)C(O)=O>C(Cl)Cl.C1(C)C=CC=CC=1>[NH2:1][C:2]1[CH:3]=[CH:4][C:5]([CH2:6][C:7]2[N:12]3[CH:13]=[C:14]([C:16]4[C:24]5[C:19](=[N:20][CH:21]=[CH:22][CH:23]=5)[NH:18][CH:17]=4)[CH:15]=[C:11]3[C:10](=[O:25])[NH:9][CH:8]=2)=[CH:37][CH:38]=1. Reported procedure: To a solution of EXAMPLE 23J (300 mg, 0.594 mmol) in CH2Cl2 (5 ml) was added trifluoroacetic acid (10 mL), and the mixture was heated at 120° C. in a microwave reactor (Biotage, Initiator) for 40 minutes. After cooling, the reaction mixture was diluted with toluene (50 mL) and concentrated. The residue was purified flash chromatography (CH2Cl2/tetrahydrofuran/CH3OH/Et3N, 50/50/1/1) to afford the title compound. LC-MS (ESI): m/z 356 (M+H), RT: 1.30 min; 1H NMR (400 MHz, dimethylsulfoxide, d6): δ ... Starting materials: C(C)(C)(C)C1=CC(=C(C=C1)C=1N([C@@H]([C@@H](N1)C1=CC=C(C=C1)Cl)C1=CC=C(C=C1)Cl)C(=O)Cl)OCC ((4S,5R)-2-(4-tert-butyl-2-ethoxy-phenyl)-4,5-bis-(4-chloro-phenyl)-4,5-dihydro-imidazole-1-carbonyl chloride), Cl.N1(CCNCC1)CCNC(C)=O (N-(2-piperazin-1-yl-ethyl)-acetamide hydrochloride). The product is Cl.C(C)(C)(C)C1=CC(=C(C=C1)C=1N([C@@H]([C@@H](N1)C1=CC=C(C=C1)Cl)C1=CC=C(C=C1)Cl)C(=O)N1CCN(CC1)CCNC(C)=O)OCC (N-(2-{4-[(4S,5R)-2-(4-tert-Butyl-2-ethoxy-phenyl)-4,5-bis-(4-chloro-phenyl)-4,5-dihydro-imidazole-1-carbonyl]-piperazin-1-yl}-ethyl)-acetamide hydrochloride). RXN SMILES: [C:1]([C:5]1[CH:10]=[CH:9][C:8]([C:11]2[N:12]([C:30](Cl)=[O:31])[C@H:13]([C:23]3[CH:28]=[CH:27][C:26]([Cl:29])=[CH:25][CH:24]=3)[C@H:14]([C:16]3[CH:21]=[CH:20][C:19]([Cl:22])=[CH:18][CH:17]=3)[N:15]=2)=[C:7]([O:33][CH2:34][CH3:35])[CH:6]=1)([CH3:4])([CH3:3])[CH3:2].Cl.[N:37]1([CH2:43][CH2:44][NH:45][C:46](=[O:48])[CH3:47])[CH2:42][CH2:41][NH:40][CH2:39][CH2:38]1>>[ClH:22].[C:1]([C:5]1[CH:10]=[CH:9][C:8]([C:11]2[N:12]([C:30]([N:40]3[CH2:41][CH2:42][N:37]([CH2:43][CH2:44][NH:45][C:46](=[O:48])[CH3:47])[CH2:38][CH2:39]3)=[O:31])[C@H:13]([C:23]3[CH:24]=[CH:25][C:26]([Cl:29])=[CH:27][CH:28]=3)[C@H:14]([C:16]3[CH:17]=[CH:18][C:19]([Cl:22])=[CH:20][CH:21]=3)[N:15]=2)=[C:7]([O:33][CH2:34][CH3:35])[CH:6]=1)([CH3:4])([CH3:2])[CH3:3] |f:1.2,3.4|. Reported procedure: N-(2-{4-[(4S,5R)-2-(4-tert-Butyl-2-ethoxy-phenyl)-4,5-bis-(4-chloro-phenyl)-4,5-dihydro-imidazole-1-carbonyl]-piperazin-1-yl}-ethyl)-acetamide hydrochloride was prepared from (4S,5R)-2-(4-tert-butyl-2-ethoxy-phenyl)-4,5-bis-(4-chloro-phenyl)-4,5-dihydro-imidazole-1-carbonyl chloride (example 11) and N-(2-piperazin-1-yl-ethyl)-acetamide hydrochloride (example 23) in an analogous manner as described in example 25. LR-MS: 664.5 [(M+H)+] Starting materials: ClC=1N=C(C2=C(N1)N(C=C2)S(=O)(=O)C2=CC=C(C)C=C2)NC=2C=C(CNC(OC(C)(C)C)=O)C=CC2 (tert-butyl 3-(2-chloro-7-tosyl-7H-pyrrolo[2,3-d]pyrimidin-4-ylamino)benzylcarbamate), NC1=CC=C(C=C1)N(C(C)=O)C (N-(4-aminophenyl)-N-methylacetamide), C[Si](C)(C)Cl (trimethylsilyl chloride). Solvent: C(CCC)O (nBuOH). Product: NCC=1C=C(C=CC1)NC=1C2=C(N=C(N1)NC1=CC=C(C=C1)N(C(C)=O)C)N(C=C2)S(=O)(=O)C2=CC=C(C)C=C2 (N-(4-(4-(3-(aminomethyl)phenylamino)-7-tosyl-7H-pyrrolo[2,3-d]pyrimidin-2-ylamino)phenyl)-N-methylacetamide). Isolated yield 8.4%. Reaction SMILES: Cl[C:2]1[N:3]=[C:4]([NH:21][C:22]2[CH:23]=[C:24]([CH:34]=[CH:35][CH:36]=2)[CH2:25][NH:26]C(=O)OC(C)(C)C)[C:5]2[CH:10]=[CH:9][N:8]([S:11]([C:14]3[CH:20]=[CH:19][C:17]([CH3:18])=[CH:16][CH:15]=3)(=[O:13])=[O:12])[C:6]=2[N:7]=1.[NH2:37][C:38]1[CH:43]=[CH:42][C:41]([N:44]([CH3:48])[C:45](=[O:47])[CH3:46])=[CH:40][CH:39]=1.C[Si](Cl)(C)C>C(O)CCC>[NH2:26][CH2:25][C:24]1[CH:23]=[C:22]([NH:21][C:4]2[C:5]3[CH:10]=[CH:9][N:8]([S:11]([C:14]4[CH:15]=[CH:16][C:17]([CH3:18])=[CH:19][CH:20]=4)(=[O:13])=[O:12])[C:6]=3[N:7]=[C:2]([NH:37][C:38]3[CH:39]=[CH:40][C:41]([N:44]([CH3:48])[C:45](=[O:47])[CH3:46])=[CH:42][CH:43]=3)[N:3]=2)[CH:36]=[CH:35][CH:34]=1. Procedure: A solution of tert-butyl 3-(2-chloro-7-tosyl-7H-pyrrolo[2,3-d]pyrimidin-4-ylamino)benzylcarbamate (306 mg, 0.580 mmol), N-(4-aminophenyl)-N-methylacetamide (190 mg, 1.16 mmol) and trimethylsilyl chloride (0.100 mL, 0.791 mmol) in nBuOH (5 mL) was stirred at 116° C. for 20 h. The mixture was then purified by HPLC to give N-(4-(4-(3-(aminomethyl)phenylamino)-7-tosyl-7H-pyrrolo[2,3-d]pyrimidin-2-ylamino)phenyl)-N-methylacetamide (27 mg).